From a dataset of the Open Reaction Database (ORD), a public repository of structured organic reaction records. describe an organic reaction: reactants, conditions, products, and yield The reactants are CC1=CC2=C(C=C1)OCC(=O)CO2 (Calone), COC1=C(C=O)C=CC(=C1OC)OC (2,3,4-trimethoxybenzaldehyde). Yields the product CC1=CC2=C(O\C(\C(/C(/O2)=C/C2=C(C(=C(C=C2)OC)OC)OC)=O)=C/C2=C(C(=C(C=C2)OC)OC)OC)C=C1 (7-methyl-2,4-bis[1-(2,3,4-tri-methoxyphenyl)meth-(Z)-ylidene]benzo[b]-1,4-dioxepin-3-one). Reaction SMILES: [CH3:1][C:2]1[CH:7]=[CH:6][C:5]2[O:8][CH2:9][C:10]([CH2:12][O:13][C:4]=2[CH:3]=1)=[O:11].[CH3:14][O:15][C:16]1[C:23]([O:24][CH3:25])=[C:22]([O:26][CH3:27])[CH:21]=[CH:20][C:17]=1[CH:18]=O>>[CH3:1][C:2]1[CH:7]=[CH:6][C:5]2[O:8]/[C:9](=[CH:18]\[C:17]3[CH:20]=[CH:21][C:22]([O:26][CH3:27])=[C:23]([O:24][CH3:25])[C:16]=3[O:15][CH3:14])/[C:10](=[O:11])/[C:12](=[CH:18]/[C:17]3[CH:20]=[CH:21][C:22]([O:26][CH3:27])=[C:23]([O:24][CH3:25])[C:16]=3[O:15][CH3:14])/[O:13][C:4]=2[CH:3]=1. Procedure: Calone is reacted with 2,3,4-trimethoxybenzaldehyde analogously to the reaction conditions of Example 1, giving 7-methyl-2,4-bis[1-(2,3,4-tri-methoxyphenyl)meth-(Z)-ylidene]benzo[b]-1,4-dioxepin-3-one.